Dataset: the Open Reaction Database (ORD), a public repository of structured organic reaction records. Task: describe an organic reaction: reactants, conditions, products, and yield The reactants are CO, CC(=O)OCC(C(=O)Nn1cccc1)N(Cc1ccccc1)C(=O)[O-]. The product is CC(=O)OCC(N)C(=O)Nn1cccc1. RXN SMILES: [CH3:26][OH:27].[c:1]1([CH2:2][N:8]([C:3](=[O:4])[O-:5])[CH:12]([C:13]([NH:14][n:15]2[cH:16][cH:17][cH:18][cH:19]2)=[O:20])[CH2:21][O:22][C:23]([CH3:24])=[O:25])[cH:6][cH:7][cH:9][cH:10][cH:11]1>>[NH2:8][CH:12]([C:13]([NH:14][n:15]1[cH:16][cH:17][cH:18][cH:19]1)=[O:20])[CH2:21][O:22][C:23]([CH3:24])=[O:25]. Reactants: CO, Cl, COc1ccnc(-c2ccc(F)c(NC(=S)NC(=O)c3ccccc3)c2)c1, [Na+], [OH-], O. Product: COc1ccnc(-c2ccc(F)c(NC(N)=S)c2)c1. RXN SMILES: [CH3:32][OH:33].[ClH:30].[F:1][c:2]1[c:3]([NH:16][C:17](=[S:18])[NH:19][C:20](=[O:21])[c:22]2[cH:23][cH:24][cH:25][cH:26][cH:27]2)[cH:4][c:5](-[c:8]2[n:9][cH:10][cH:11][c:12]([O:14][CH3:15])[cH:13]2)[cH:6][cH:7]1.[Na+:29].[OH-:28].[OH2:31]>>[F:1][c:2]1[c:3]([NH:16][C:17](=[S:18])[NH2:19])[cH:4][c:5](-[c:8]2[n:9][cH:10][cH:11][c:12]([O:14][CH3:15])[cH:13]2)[cH:6][cH:7]1. Starting materials: CC1=C(C=CC=C1)C(C(=O)Cl)C1=C(C=CC=C1)C (2,2-Bis(2-methylphenyl)acetyl chloride), N[C@@H]1CN(CC1)CCC1=CC=C(C=C1)F ((S)-3-amino-1-(2-(4-fluorophenyl)ethyl)pyrrolidine). The product is CC1=C(C=CC=C1)C(C(=O)N[C@@H]1CN(CC1)CCC1=CC=C(C=C1)F)C1=C(C=CC=C1)C ((S)-2,2-bis(2-methylphenyl)-N-(1-(2-(4-fluorophenyl)ethyl)pyrrolidin-3-yl)acetamide). Yield: 15.0%. As a reaction SMILES: [CH3:1][C:2]1[CH:7]=[CH:6][CH:5]=[CH:4][C:3]=1[CH:8]([C:12]1[CH:17]=[CH:16][CH:15]=[CH:14][C:13]=1[CH3:18])[C:9](Cl)=[O:10].[NH2:19][C@H:20]1[CH2:24][CH2:23][N:22]([CH2:25][CH2:26][C:27]2[CH:32]=[CH:31][C:30]([F:33])=[CH:29][CH:28]=2)[CH2:21]1>>[CH3:1][C:2]1[CH:7]=[CH:6][CH:5]=[CH:4][C:3]=1[CH:8]([C:12]1[CH:17]=[CH:16][CH:15]=[CH:14][C:13]=1[CH3:18])[C:9]([NH:19][C@H:20]1[CH2:24][CH2:23][N:22]([CH2:25][CH2:26][C:27]2[CH:28]=[CH:29][C:30]([F:33])=[CH:31][CH:32]=2)[CH2:21]1)=[O:10]. Reported procedure: 2,2-Bis(2-methylphenyl)acetyl chloride (0.74 g) and (S)-3-amino-1-(2-(4-fluorophenyl)ethyl)pyrrolidine (0.42 g) were reacted under the same conditions as in Example 53 to give (S)-2,2-bis(2-methylphenyl)-N-(1-(2-(4-fluorophenyl)ethyl)pyrrolidin-3-yl)acetamide (0.13 g), melting point 108-110° C. RXN SMILES: [C:1]([CH3:2])([CH3:3])([CH3:4])[O:5][C:6](=[O:7])[N:8]1[CH2:9][CH2:10][C:11](=[O:14])[CH2:12][CH2:13]1.[C:22]([O:23][BH-:24]([O:25][C:26](=[O:27])[CH3:28])[O:29][C:30](=[O:31])[CH3:32])(=[O:33])[CH3:34].[CH2:36]1[O:37][CH2:38][CH2:39][CH2:40]1.[CH3:15][CH2:16][NH2:17].[CH3:18][C:19](=[O:20])[OH:21].[Na+:35]>>[C:1]([CH3:2])([CH3:3])([CH3:4])[O:5][C:6](=[O:7])[N:8]1[CH2:9][CH2:10][CH:11]([NH:17][CH2:16][CH3:15])[CH2:12][CH2:13]1. The product is CCNC1CCN(C(=O)OC(C)(C)C)CC1. The reactants are CC(C)(C)OC(=O)N1CCC(=O)CC1, CC(=O)O[BH-](OC(C)=O)OC(C)=O, C1CCOC1, CCN, CC(=O)O, [Na+].